From a dataset of the Open Reaction Database (ORD), a public repository of structured organic reaction records. describe an organic reaction: reactants, conditions, products, and yield Reactants: [H-].[Na+] (Sodium hydride), C(C)OC(CC=1N(C=CC1C(=O)OCC)CC1=CC=C(C=C1)OC)=O (Ethyl 2-[2-(ethyloxy)-2-oxoethyl]-1-{[4-(methyloxy)phenyl]methyl}-1H-pyrrole-3-carboxylate), C(=O)OCC (Ethyl formate). Solvent: O1CCCC1 (tetrahydrofuran). Conditions: time 15 minute. Product: C(C)OC(=O)C(=CO)C=1N(C=CC1C(=O)OC)CC1=CC=C(C=C1)OC (Methyl 2-{1-[(ethyloxy)carbonyl]-2-hydroxyethenyl}-1-{[4-(methyloxy)phenyl]methyl}-1H-pyrrole-3-carboxylate). RXN SMILES: [CH2:1]([O:3][C:4](=[O:25])[CH2:5][C:6]1[N:7]([CH2:16][C:17]2[CH:22]=[CH:21][C:20]([O:23][CH3:24])=[CH:19][CH:18]=2)[CH:8]=[CH:9][C:10]=1[C:11]([O:13][CH2:14]C)=[O:12])[CH3:2].[H-].[Na+].[CH:28](OCC)=[O:29]>O1CCCC1>[CH2:1]([O:3][C:4]([C:5]([C:6]1[N:7]([CH2:16][C:17]2[CH:22]=[CH:21][C:20]([O:23][CH3:24])=[CH:19][CH:18]=2)[CH:8]=[CH:9][C:10]=1[C:11]([O:13][CH3:14])=[O:12])=[CH:28][OH:29])=[O:25])[CH3:2] |f:1.2|. Procedure details: Ethyl 2-[2-(ethyloxy)-2-oxoethyl]-1-{[4-(methyloxy)phenyl]methyl}-1H-pyrrole-3-carboxylate (18.51 g) in dry tetrahydrofuran (300 ml) was stirred at room temperature under argon. Sodium hydride (60% dispersion in mineral oil, 70.0 g) was added portionwise and stirring continued for 15 minutes after complete addition. Ethyl formate (9.12 ml) was added to the reaction mixture and stirred for 30 minutes after which time an exotherm was observed and controlled by cooling the reaction mixture to room ... Reactants: solution, [Li]CCCC (n-BuLi), C(=O)=O (dry ice), BrC=1C=C(C=C2C=CNC12)C (7-bromo-5-methyl-indole), O (water). Run in CCCCCC (hexane), C1CCOC1 (THF). Reaction conditions: temperature 2.5 celsius, time 30 minute. Yields the product CC=1C=C2C=CNC2=C(C1)C(=O)O (5-methyl-1H-indole-7-carboxylic acid). Yield: 56.0%. As a reaction SMILES: Br[C:2]1[CH:3]=[C:4]([CH3:11])[CH:5]=[C:6]2[C:10]=1[NH:9][CH:8]=[CH:7]2.[Li]CCCC.[C:17](=[O:19])=[O:18].O>C1COCC1.CCCCCC>[CH3:11][C:4]1[CH:5]=[C:6]2[C:10](=[C:2]([C:17]([OH:19])=[O:18])[CH:3]=1)[NH:9][CH:8]=[CH:7]2. Reported procedure: 1.68 g of 7-bromo-5-methyl-indole (8 mmol) were dissolved in 30 ml THF and 15 ml of a 1.6 molar solution of n-BuLi in hexane were added at −78° C. The reaction mixture was then allowed to warm to 0-5° C. and was stirred at this temperature for 30 min. Then it was cooled again to −78° C., dry ice was added and the mixture was allowed to warm to rt. After 15 min at rt it was poured into water and extracted twice with ether. The aqueous phase was then acidified with 1 N HCl solution and extracted s... The reactants are C1(=CC=CC=C1)NN (phenylhydrazine), N1=CC=CC=C1 (pyridine), C1(CCCCC1)C(=O)Cl (cyclohexane carboxylic acid chloride). Solvent: CN(C)C=O (DMF). Yields the product C(C)(C)OC(C)C.C(C)OCC (isopropyl ether ethyl ether). As a reaction SMILES: [C:1]1(NN)[CH:6]=[CH:5]C=CC=1.N1[CH:14]=[CH:13][CH:12]=[CH:11][CH:10]=1.[CH:15]1([C:21](Cl)=[O:22])CCCCC1>CN(C=O)C>[CH:11]([O:22][CH:6]([CH3:5])[CH3:1])([CH3:12])[CH3:10].[CH2:21]([O:22][CH2:13][CH3:14])[CH3:15] |f:4.5|. Reported procedure: To a cooled (0-5° C.) solution of 43.2 g (0.4mol) phenylhydrazine and 35.2 g (0.44 mol) pyridine in 300 ml DMF were added slowly 51 g (0.35 mol) cyclohexane carboxylic acid chloride. The solution was stirred 30 mn more after the end of the addition and concentrated under vacuum. The residue was poured in 300 ml water and stirred 30 mn. Filtration, washing with water and drying led to 74.5 g (98%) of the desired compound. The compound contained traces of starting material and was used without fur...